The task is: describe an organic reaction: reactants, conditions, products, and yield. This data is from the Open Reaction Database (ORD), a public repository of structured organic reaction records. Reactants: Example 1 ( 1 ), C(C)(C)(C)O (t-butanol), C1(=CC=CC=C1)P(C1=CC=CC=C1)C1=CC=CC=C1 (triphenyl phosphine), C(C1=CC=CC=C1)(=O)O (benzoic acid), C1=CC=C2C(=C1)N=C(S2)SSC3=NC4=CC=CC=C4S3 (2,2'-dibenzothiazolyl disulfide). Solvent: C(Cl)Cl (methylene chloride), C(Cl)Cl (methylene chloride). Reaction conditions: time 5 hour. Yields the product C(C)(C)(C)OC(C1=CC=CC=C1)=O (Benzoic acid t-butyl ester). RXN SMILES: [C:1]([OH:5])([CH3:4])([CH3:3])[CH3:2].[C:6](O)(=[O:13])[C:7]1[CH:12]=[CH:11][CH:10]=[CH:9][CH:8]=1.C1C=C2N=C(SSC3SC4C(=CC=CC=4)N=3)SC2=CC=1.C1(P(C2C=CC=CC=2)C2C=CC=CC=2)C=CC=CC=1>C(Cl)Cl>[C:1]([O:5][C:6](=[O:13])[C:7]1[CH:12]=[CH:11][CH:10]=[CH:9][CH:8]=1)([CH3:4])([CH3:3])[CH3:2]. Reported procedure: To a mixture of 0.74 g. of t-butanol, 1.22 g. of benzoic acid, 3.32 g. of 2,2'-dibenzothiazolyl disulfide and 50 ml. of methylene chloride is added dropwise a solution of 2.62 g. of triphenyl phosphine in 20 ml. of methylene chloride while stirring at room temperature. After completion of the addition, the mixture is stirred at room temperature for an additional 5 hours. The reaction mixture is treated with the same procedure as in Example 1 (1) to give 1.35 g. of the desired product boiling at ... Reactants: COC(C1=CN=C(C(=C1)N)N)=O (methyl-5,6-diaminonicotinate), C(OCC)(OCC)OCC (triethyl orthoformate). Run in C(=O)O (formic acid). Conditions: temperature 100 celsius. Product: CCOC(=O)C.CO.[NH4+].[OH-] (EtOAc MeOH NH4OH), COC(=O)C1=CC2=C(N=CN2)N=C1 (Methyl-7-azabenzimidazole-5-carboxylate). Reaction SMILES: [CH3:1][O:2][C:3](=[O:12])[C:4]1[CH:9]=[C:8]([NH2:10])[C:7]([NH2:11])=[N:6][CH:5]=1.[CH:13](OCC)(OCC)[O:14]CC>C(O)=O>[CH3:13][CH2:1][O:2][C:3]([CH3:4])=[O:12].[CH3:13][OH:14].[NH4+:6].[OH-:2].[CH3:1][O:2][C:3]([C:4]1[CH:5]=[N:6][C:7]2[N:11]=[CH:13][NH:10][C:8]=2[CH:9]=1)=[O:12] |f:3.4.5.6|. Procedure: A mixture of methyl-5,6-diaminonicotinate (461 mg, 2.76 mmol), formic acid (250 μL) and triethyl orthoformate (7.5 mL) was heated to 100° C. for 2 h. The mixture was then concentrated to an oily solid. Silica gel chromatography (8:1:1 EtOAc-MeOH—NH4OH) afforded the title compound as a cream-colored solid: Rf (8:1:1 EtOAc-MeOH—NH4OH)=0.22; 1H NMR (400 MHz, DMSO-d6): δ8.94 (d, J=2.0 Hz, 1H), 8.64 (s, 1H), 8.50 (d, J=2.0 Hz, 1H), 3.91 (s, 3H). Reactants: Cl.COC([C@@H](N)C)=O (L-alanine methyl ester hydrochloride), C1(=CC=CC2=CC=CC=C12)B(O)O (1-Naphthalene boronic acid). The reagents and catalysts are CC(=O)[O-].CC(=O)[O-].[Cu+2] (Cu(OAc)2). Conditions: time 48 hour. The product is C1(=CC=CC2=CC=CC=C12)N[C@H](C(=O)OC)C ((S)-methyl 2-(naphthalen-1-ylamino)propanoate). The yield is 34.1%. As a reaction SMILES: Cl.[CH3:2][O:3][C:4](=[O:8])[C@H:5]([CH3:7])[NH2:6].[C:9]1(B(O)O)[C:18]2[C:13](=[CH:14][CH:15]=[CH:16][CH:17]=2)[CH:12]=[CH:11][CH:10]=1>CC([O-])=O.CC([O-])=O.[Cu+2]>[C:17]1([NH:6][C@@H:5]([CH3:7])[C:4]([O:3][CH3:2])=[O:8])[C:18]2[C:13](=[CH:12][CH:11]=[CH:10][CH:9]=2)[CH:14]=[CH:15][CH:16]=1 |f:0.1,3.4.5|. Reported procedure: To a dry round bottom flask equipped with a stir bar was added L-alanine methyl ester hydrochloride (500 mg, 3.58 mmol), 1-Naphthalene boronic acid (1000 mg, 5.81 mmol), dry Cu(OAc)2 (715 mg, 3.93 mmol), 4 A° molecular sieves (1.34 g). The flask was sealed with septum, evacuated and back filled with O2 atmosphere. Triethyl amine (0.92 mL), and dry DCM (30 mL) were added at room temperature, stirred for 48 h. The reaction mixture was quenched with 13 mL 2M NH3 in methanol. The volatiles were remo...